This data is from the Open Reaction Database (ORD), a public repository of structured organic reaction records. The task is: describe an organic reaction: reactants, conditions, products, and yield The reactants are CN1CC(CCC1)(C)COC=1C=C(C#N)C=CC1 (3-[(1,3-Dimethylpiperidin-3-yl)methoxy]benzonitrile). Reagents/catalysts: [Ni] (Raney Nickel). The solvent is CO (MeOH), NH3(sat). Product: CN1CC(CCC1)(C)COC=1C=C(C=CC1)CN (1-{3-[(1,3-Dimethylpiperidin-3-yl)methoxy]phenyl}methanamine). As a reaction SMILES: [CH3:1][N:2]1[CH2:7][CH2:6][CH2:5][C:4]([CH2:9][O:10][C:11]2[CH:12]=[C:13]([CH:16]=[CH:17][CH:18]=2)[C:14]#[N:15])([CH3:8])[CH2:3]1>CO.[Ni]>[CH3:1][N:2]1[CH2:7][CH2:6][CH2:5][C:4]([CH2:9][O:10][C:11]2[CH:12]=[C:13]([CH2:14][NH2:15])[CH:16]=[CH:17][CH:18]=2)([CH3:8])[CH2:3]1. Procedure details: 3-[(1,3-Dimethylpiperidin-3-yl)methoxy]benzonitrile (0.53 g, 2.2 mmol) was dissolved in MeOH (30 mL)/NH3(sat) (0.05M) and hydrogenated over a Raney Nickel CatCart (30×4 mm) using the H-Cube system at 50 bar and 50° C. at a flow rate of 1 mL/min. LC-MS showed <100% conversion so the process was repeated. The reaction mixture was concentrated and dried in vacuo, which gave the product as a clear oil. Yield: 0.48 g (90%). 1H NMR (400 MHz, CD3OD) δ 7.13 (t, 1H, J=8.12 Hz), 6.85 (s, 1H), 6.80 (d, 1H,... The reactants are C(C)N(CC)S(F)(F)F (DAST), ClC1=C2CCC(C(C2=CC=C1Cl)O)CC1=CC=C(C(=O)NC2=C(C=CC=C2)C)C=C1 (4-[(5,6-dichloro-1-hydroxy-1,2,3,4-tetrahydro-2-naphthalenyl)methyl]-N-(2-methylphenyl)benzamide), C(=O)(O)[O-].[K+] (potassium acid carbonate). The solvent is C(Cl)Cl (methylene chloride). Reaction conditions: temperature -65 celsius, time 30 minute. The product is ClC1=C2CCC(C(C2=CC=C1Cl)F)CC1=CC=C(C(=O)NC2=C(C=CC=C2)C)C=C1 (4-[(5,6-Dichloro-1-fluoro-1,2,3,4-tetrahydro-2-naphthalenyl)methyl]-N-(2-methylphenyl)benzamide). Isolated yield 96.7%. RXN SMILES: [Cl:1][C:2]1[C:11]([Cl:12])=[CH:10][CH:9]=[C:8]2[C:3]=1[CH2:4][CH2:5][CH:6]([CH2:14][C:15]1[CH:30]=[CH:29][C:18]([C:19]([NH:21][C:22]3[CH:27]=[CH:26][CH:25]=[CH:24][C:23]=3[CH3:28])=[O:20])=[CH:17][CH:16]=1)[CH:7]2O.C(N(S(F)(F)[F:37])CC)C.C([O-])(O)=O.[K+]>C(Cl)Cl>[Cl:1][C:2]1[C:11]([Cl:12])=[CH:10][CH:9]=[C:8]2[C:3]=1[CH2:4][CH2:5][CH:6]([CH2:14][C:15]1[CH:30]=[CH:29][C:18]([C:19]([NH:21][C:22]3[CH:27]=[CH:26][CH:25]=[CH:24][C:23]=3[CH3:28])=[O:20])=[CH:17][CH:16]=1)[CH:7]2[F:37] |f:2.3|. Procedure details: A solution containing 0.35 g of 4-[(5,6-dichloro-1-hydroxy-1,2,3,4-tetrahydro-2-naphthalenyl)methyl]-N-(2-methylphenyl)benzamide and 10 cm3 of methylene chloride is cooled down to −65°C.±5° C. 142 mg of DAST (diethylaminosulfur trifluoride) was added. The solution was maintained under agitation for 1 hour at −65° C. The temperature was allowed to rise to 20° C. and the reaction medium was poured into an aqueous solution of potassium acid carbonate, followed by agitation for 30 minutes and extrac... Reactants: BrCCCCOC[C@@H]1CC[C@H](CC1)CN(S(=O)(=O)C1=CC=C(C=C1)C(F)(F)F)C (trans-N-[4-(4-bromo-butoxymethyl)-cyclohexylmethyl]-N-methyl-4-trifluoromethyl-benzenesulfonamide), N1CCCC1 (pyrrolidine). Run in CN(C(C)=O)C (N,N-dimethylacetamide). The product is CN(S(=O)(=O)C1=CC=C(C=C1)C(F)(F)F)C[C@@H]1CC[C@H](CC1)COCCCCN1CCCC1 (trans-N-methyl-N-[4-(4-pyrrolidin-1-yl-butoxymethyl)-cyclohexylmethyl]-4-trifluoromethyl-benzenesulfonamide). Reaction SMILES: Br[CH2:2][CH2:3][CH2:4][CH2:5][O:6][CH2:7][C@H:8]1[CH2:13][CH2:12][C@H:11]([CH2:14][N:15]([CH3:29])[S:16]([C:19]2[CH:24]=[CH:23][C:22]([C:25]([F:28])([F:27])[F:26])=[CH:21][CH:20]=2)(=[O:18])=[O:17])[CH2:10][CH2:9]1.[NH:30]1[CH2:34][CH2:33][CH2:32][CH2:31]1>CN(C)C(=O)C>[CH3:29][N:15]([CH2:14][C@H:11]1[CH2:12][CH2:13][C@H:8]([CH2:7][O:6][CH2:5][CH2:4][CH2:3][CH2:2][N:30]2[CH2:34][CH2:33][CH2:32][CH2:31]2)[CH2:9][CH2:10]1)[S:16]([C:19]1[CH:24]=[CH:23][C:22]([C:25]([F:28])([F:27])[F:26])=[CH:21][CH:20]=1)(=[O:18])=[O:17]. Procedure details: In analogy to the method described in example 12.1, trans-N-[4-(4-bromo-butoxymethyl)-cyclohexylmethyl]-N-methyl-4-trifluoromethyl-benzenesulfonamide was reacted with pyrrolidine in N,N-dimethylacetamide at room temperature to yield trans-N-methyl-N-[4-(4-pyrrolidin-1-yl-butoxymethyl)-cyclohexylmethyl]-4-trifluoromethyl-benzenesulfonamide as yellow solid, MS: 491 (MH+).